Dataset: the Open Reaction Database (ORD), a public repository of structured organic reaction records. Task: describe an organic reaction: reactants, conditions, products, and yield The reactants are BrBr (Bromine), C(CCCCCCCCCCC)N1N=C2C(=N1)C=CC=C2 (2-Dodecylbenzotriazole), Br (HBr), C(=O)(O)[O-].[Na+] (NaHCO3). Reaction conditions: temperature 100 celsius, time 1 hour. Product: BrC1=CC=C(C2=NN(N=C21)CCCCCCCCCCCC)Br (4,7-dibromo-2-dodecylbenzotriazole), oil. Isolated yield 75.0%. RXN SMILES: [CH2:1]([N:13]1[N:17]=[C:16]2[CH:18]=[CH:19][CH:20]=[CH:21][C:15]2=[N:14]1)[CH2:2][CH2:3][CH2:4][CH2:5][CH2:6][CH2:7][CH2:8][CH2:9][CH2:10][CH2:11][CH3:12].[BrH:22].[Br:23]Br.C([O-])(O)=O.[Na+]>>[Br:22][C:18]1[C:16]2[C:15](=[N:14][N:13]([CH2:1][CH2:2][CH2:3][CH2:4][CH2:5][CH2:6][CH2:7][CH2:8][CH2:9][CH2:10][CH2:11][CH3:12])[N:17]=2)[C:21]([Br:23])=[CH:20][CH:19]=1 |f:3.4|. Procedure details: 2-Dodecylbenzotriazole (3.7 g, 13.1 mmol) and an aqueous HBr solution (5.8 M, 15 ml) were added to a flask, and the mixture was stirred for 1 h at 100° C. Bromine (5.9 g, 36 mmol) was added, and the mixture was stirred for 12 h at 135° C. After cooling the mixture to room temperature, an aqueous solution of NaHCO3 was added and the product was extracted with CHCl3. The organic layer was dried over MgSO4 and the solvent was evaporated under reduced pressure. With column chromatography, 4,7-dibrom...